From a dataset of the Open Reaction Database (ORD), a public repository of structured organic reaction records. describe an organic reaction: reactants, conditions, products, and yield Reported procedure: Prepared according to the procedure described in Example 68, Step 2, using 1-[4′-(4-amino-3-methyl-isoxazol-5-yl)-biphenyl-4-yl]-cyclopropanecarboxylic acid ethyl ester and 2-bromo-6-phenyl-pyrazine. The product is C(C)OC(=O)C1(CC1)C1=CC=C(C=C1)C1=CC=C(C=C1)C1=C(C(=NO1)C)NC1=NC(=CN=C1)C1=CC=CC=C1 (1-{4′-[3-Methyl-4-(6-phenyl-pyrazin-2-ylamino)-isoxazol-5-yl]-biphenyl-4-yl}-cyclopropanecarboxylic acid ethyl ester). RXN SMILES: [CH2:1]([O:3][C:4]([C:6]1([C:9]2[CH:14]=[CH:13][C:12]([C:15]3[CH:20]=[CH:19][C:18]([C:21]4[O:25][N:24]=[C:23]([CH3:26])[C:22]=4[NH2:27])=[CH:17][CH:16]=3)=[CH:11][CH:10]=2)[CH2:8][CH2:7]1)=[O:5])[CH3:2].Br[C:29]1[CH:34]=[N:33][CH:32]=[C:31]([C:35]2[CH:40]=[CH:39][CH:38]=[CH:37][CH:36]=2)[N:30]=1>>[CH2:1]([O:3][C:4]([C:6]1([C:9]2[CH:10]=[CH:11][C:12]([C:15]3[CH:20]=[CH:19][C:18]([C:21]4[O:25][N:24]=[C:23]([CH3:26])[C:22]=4[NH:27][C:29]4[CH:34]=[N:33][CH:32]=[C:31]([C:35]5[CH:40]=[CH:39][CH:38]=[CH:37][CH:36]=5)[N:30]=4)=[CH:17][CH:16]=3)=[CH:13][CH:14]=2)[CH2:8][CH2:7]1)=[O:5])[CH3:2]. The reactants are C(C)OC(=O)C1(CC1)C1=CC=C(C=C1)C1=CC=C(C=C1)C1=C(C(=NO1)C)N (1-[4′-(4-amino-3-methyl-isoxazol-5-yl)-biphenyl-4-yl]-cyclopropanecarboxylic acid ethyl ester), BrC1=NC(=CN=C1)C1=CC=CC=C1 (2-bromo-6-phenyl-pyrazine). The reactants are Brc1ccc(Br)nc1, O=C([O-])O, CC(=O)[O-], CC(=O)[O-], CC(C)(C)[O-], Cc1ccccc1, NCc1cc(C(F)(F)F)cc(C(F)(F)F)c1, [Na+], [Na+], [Pd+2], c1ccc(P(c2ccccc2)c2ccc3ccccc3c2-c2c(P(c3ccccc3)c3ccccc3)ccc3ccccc23)cc1. Product: FC(F)(F)c1cc(CNc2ccc(Br)cn2)cc(C(F)(F)F)c1. RXN SMILES: [Br:1][c:2]1[n:3][cH:4][c:5]([Br:8])[cH:6][cH:7]1.[C:77](=[O:78])([OH:79])[O-:80].[C:89]([O-:90])(=[O:91])[CH3:92].[C:94]([O-:95])(=[O:96])[CH3:97].[CH3:71][C:72]([CH3:73])([O-:74])[CH3:75].[CH3:82][c:83]1[cH:84][cH:85][cH:86][cH:87][cH:88]1.[F:9][C:10]([c:11]1[cH:12][c:13]([CH2:14][NH2:15])[cH:16][c:17]([C:19]([F:20])([F:21])[F:22])[cH:18]1)([F:23])[F:24].[Na+:76].[Na+:81].[Pd+2:93].[c:25]1([P:26]([c:27]2[cH:28][cH:29][cH:30][cH:31][cH:32]2)[c:33]2[cH:34][cH:35][c:36]3[c:37]([cH:38][cH:39][cH:40][cH:41]3)[c:42]2-[c:43]2[c:44]3[c:45]([cH:46][cH:47][cH:48][cH:49]3)[cH:50][cH:51][c:52]2[P:53]([c:54]2[cH:55][cH:56][cH:57][cH:58][cH:59]2)[c:60]2[cH:61][cH:62][cH:63][cH:64][cH:65]2)[cH:66][cH:67][cH:68][cH:69][cH:70]1>>[c:2]1([NH:15][CH2:14][c:13]2[cH:12][c:11]([C:10]([F:9])([F:23])[F:24])[cH:18][c:17]([C:19]([F:20])([F:21])[F:22])[cH:16]2)[n:3][cH:4][c:5]([Br:8])[cH:6][cH:7]1.